This data is from the Open Reaction Database (ORD), a public repository of structured organic reaction records. The task is: describe an organic reaction: reactants, conditions, products, and yield The reactants are ICC(CCCCCCCCCC)CCCCCCCC (1-iodo-2-octyldodecane), C1(C=2C(C(N1)=O)=CC=CC2)=O.[K] (potassium phthalimide), O.NN (hydrazine hydrate). Run in CN(C)C=O (DMF), CCCCC (pentane), C(C)O (ethanol). Reaction conditions: temperature 25 celsius, time 72 hour. Yields the product C(CCCCCCC)C(CN)CCCCCCCCCC (2-octyldodecylamine). Isolated yield 71.4%. As a reaction SMILES: I[CH2:2][CH:3]([CH2:14][CH2:15][CH2:16][CH2:17][CH2:18][CH2:19][CH2:20][CH3:21])[CH2:4][CH2:5][CH2:6][CH2:7][CH2:8][CH2:9][CH2:10][CH2:11][CH2:12][CH3:13].C1(=O)[NH:26]C(=O)C2=CC=CC=C12.[K].O.NN>CN(C=O)C.CCCCC.C(O)C>[CH2:14]([CH:3]([CH2:4][CH2:5][CH2:6][CH2:7][CH2:8][CH2:9][CH2:10][CH2:11][CH2:12][CH3:13])[CH2:2][NH2:26])[CH2:15][CH2:16][CH2:17][CH2:18][CH2:19][CH2:20][CH3:21] |f:1.2,3.4,^1:32|. Reported procedure: Iodoalkane 5 (5.90 g, 14.5 mmol) and potassium phthalimide (2.94 g, 15.9 mmol) were taken up in 25 mL of DMF and vigorously stirred for 72 hours at 25° C. The reaction mixture was then taken up in 200 mL of pentane, washed four times with 100 mL of water, passed through a 3 cm silica gel plug, and concentrated to give a colorless oil. The oil was next taken up in 150 mL of ethanol, 4 mL of hydrazine hydrate was added, and the mixture was heated at reflux overnight. The resulting precipitate was ... Starting materials: C(C)(=O)C=1C=C(/C=C/C2=NC=3N(C(N(C(C3N2C)=O)CC)=O)CC)C=CC1 ((E)-8-(3-Acetylstyryl)-1,3-diethyl-7-methylxanthine), [OH-].[Na+] (Sodium hydroxide), BrBr (bromine), aqueous solution, S(=S)(=O)([O-])[O-].[Na+].[Na+] (sodium thiosulfate), Cl (HCl). Solvent: O1CCOCC1 (dioxane), O1CCOCC1 (dioxane), O (water). Conditions: time 3.5 hour. Yields the product C(C)N1C(=O)N(C=2N=C(N(C2C1=O)C)\C=C\C1=CC(=CC=C1)C(=O)O)CC ((E)-β-(1,3-Diethyl-7-methylxanthin-8-yl) styrene-3-carboxylic acid). Yield: 84.0%. As a reaction SMILES: [OH-].[Na+].BrBr.[C:5]([C:8]1[CH:9]=[C:10]([CH:29]=[CH:30][CH:31]=1)/[CH:11]=[CH:12]/[C:13]1[N:21]([CH3:22])[C:20]2[C:19](=[O:23])[N:18]([CH2:24][CH3:25])[C:17](=[O:26])[N:16]([CH2:27][CH3:28])[C:15]=2[N:14]=1)(=[O:7])C.S([O-])([O-])(=[O:34])=S.[Na+].[Na+].Cl>O1CCOCC1.O>[CH2:24]([N:18]1[C:19](=[O:23])[C:20]2[N:21]([CH3:22])[C:13](/[CH:12]=[CH:11]/[C:10]3[CH:29]=[CH:30][CH:31]=[C:8]([C:5]([OH:7])=[O:34])[CH:9]=3)=[N:14][C:15]=2[N:16]([CH2:27][CH3:28])[C:17]1=[O:26])[CH3:25] |f:0.1,4.5.6|. Reported procedure: Sodium hydroxide (432 mg, 10.8 mmol) and bromine (0.13 ml, 2.523 mmol) were added to water (3 ml) under ice-cooling, followed by addition of dioxane (3 ml). The mixture was slowly added to a suspension of 300 mg (0.819 mmol) of Compound 24 obtained in Example 23 in 3 ml of dioxane under ice-cooling, and the resulting mixture was stirred at room temperature for 3.5 hours. After ice-cooling, a 5% aqueous solution of sodium thiosulfate was added thereto, and the mixture was acidified with 2N HCl. T... The reactants are C(C1=CC=CC=C1)OC=1C=CC(=C2C=CC(NC12)=O)[C@@H](CCl)O (8-Benzyloxy-5-((S)-2-chloro-1-hydroxy-ethyl)-1H-quinolin-2-one), C(=O)([O-])[O-].[K+].[K+] (K2CO3). The solvent is CC(=O)C (acetone). Conditions: time 18 hour. The product is C(C1=CC=CC=C1)OC=1C=CC(=C2C=CC(NC12)=O)[C@@H]1OC1 ((S)-8-Benzyloxy-5-oxiranyl-1H-quinolin-2-one). RXN SMILES: [CH2:1]([O:8][C:9]1[CH:10]=[CH:11][C:12]([C@H:20]([OH:23])[CH2:21]Cl)=[C:13]2[C:18]=1[NH:17][C:16](=[O:19])[CH:15]=[CH:14]2)[C:2]1[CH:7]=[CH:6][CH:5]=[CH:4][CH:3]=1.C([O-])([O-])=O.[K+].[K+]>CC(C)=O>[CH2:1]([O:8][C:9]1[CH:10]=[CH:11][C:12]([C@H:20]2[CH2:21][O:23]2)=[C:13]2[C:18]=1[NH:17][C:16](=[O:19])[CH:15]=[CH:14]2)[C:2]1[CH:7]=[CH:6][CH:5]=[CH:4][CH:3]=1 |f:1.2.3|. Reported procedure: 8-Benzyloxy-5-((S)-2-chloro-1-hydroxy-ethyl)-1H-quinolin-2-one (0.55 g) is dissolved in acetone (20 mL). K2CO3 (0.58 g) is added and the reaction mixture is refluxed. The reaction is shown to be complete by TLC after 18 hours. The solvent is removed in vacuo and the residue is partitioned between ethyl acetate (100 mL) and water (100 mL). The organic layer is dried over MgSO4, filtered and the solvent is removed in vacuo. The product is triturated with diethyl ether, filtered and dried. TLC (sil... Reactants: C(C)OC(=O)C1=C2C(=CN=N1)N(N=C2)C2=CC=C(C=C2)F (1-(4-fluorophenyl)-1H-pyrazolo[3,4-d]pyridazine-4-carboxylic acid ethyl ester). Solvent: hexanes, CCOC(=O)C (EtOAc). Product: FC1=CC=C(C=C1)N1N=CC=2C1=CN=NC2C(=O)O (1-(4-Fluorophenyl)-1H-pyrazolo[3,4-d]pyridazine-4-carboxylic acid). Reaction SMILES: C([O:3][C:4]([C:6]1[N:11]=[N:10][CH:9]=[C:8]2[N:12]([C:15]3[CH:20]=[CH:19][C:18]([F:21])=[CH:17][CH:16]=3)[N:13]=[CH:14][C:7]=12)=[O:5])C>CCOC(C)=O>[F:21][C:18]1[CH:19]=[CH:20][C:15]([N:12]2[C:8]3=[CH:9][N:10]=[N:11][C:6]([C:4]([OH:5])=[O:3])=[C:7]3[CH:14]=[N:13]2)=[CH:16][CH:17]=1. Reported procedure: The title product is prepared from 1-(4-fluorophenyl)-1H-pyrazolo[3,4-d]pyridazine-4-carboxylic acid ethyl ester (520 mg, 1.82 mmol) according to the procedure described in Example 1, with the exception that the reaction progress is monitored for the disappearance of the starting material by TLC (EtOAc:hexanes; 1:1) prior to work up. The reactants are C(C)(=O)O[C@H]1C(C[C@@H](C=2C3=C(C(=NC12)C(C)C)[C@H](OC31CCOCC1)C1=C(C=C(C=C1)C(F)(F)F)F)O[Si](C)(C)C(C)(C)C)(C)C ((3S,6S,9S)-9-(tert-butyldimethylsilyloxy)-3-(2-fluoro-4-(trifluoromethyl)phenyl)-4-isopropyl-7,7-dimethyl-2′,3′,5′,6,6′,7,8,9-octahydro-3H-spiro[furo[3,4-c]quinoline-1,4′-pyran]-6-yl acetate), C([O-])([O-])=O.[K+].[K+] (potassium carbonate). Run in CO (methanol). Conditions: time 36 hour. The product is FC1=C(C=CC(=C1)C(F)(F)F)[C@H]1OC2(CCOCC2)C2=C1C(=NC=1[C@H](C(C[C@@H](C21)O)(C)C)O)C(C)C ((3S,6S,9S)-3-(2-fluoro-4-(trifluoromethyl)phenyl)-4-isopropyl-7,7-dimethyl-2′,3′,5′,6,6′,7,8,9-octahydro-3H-spiro[furo[3,4-c]quinoline-1,4′-pyran]-6,9-diol). Reaction SMILES: C([O:4][C@@H:5]1[C:14]2[N:13]=[C:12]([CH:15]([CH3:17])[CH3:16])[C:11]3[C@@H:18]([C:26]4[CH:31]=[CH:30][C:29]([C:32]([F:35])([F:34])[F:33])=[CH:28][C:27]=4[F:36])[O:19][C:20]4([CH2:25][CH2:24][O:23][CH2:22][CH2:21]4)[C:10]=3[C:9]=2[C@@H:8]([O:37][Si](C(C)(C)C)(C)C)[CH2:7][C:6]1([CH3:46])[CH3:45])(=O)C.C(=O)([O-])[O-].[K+].[K+]>CO>[F:36][C:27]1[CH:28]=[C:29]([C:32]([F:33])([F:34])[F:35])[CH:30]=[CH:31][C:26]=1[C@@H:18]1[C:11]2[C:12]([CH:15]([CH3:17])[CH3:16])=[N:13][C:14]3[C@@H:5]([OH:4])[C:6]([CH3:45])([CH3:46])[CH2:7][C@H:8]([OH:37])[C:9]=3[C:10]=2[C:20]2([CH2:21][CH2:22][O:23][CH2:24][CH2:25]2)[O:19]1 |f:1.2.3|. Procedure details: 17 mg (3S,6S,9S)-9-(tert-butyldimethylsilyloxy)-3-(2-fluoro-4-(trifluoromethyl)phenyl)-4-isopropyl-7,7-dimethyl-2′,3′,5′,6,6′,7,8,9-octahydro-3H-spiro[furo[3,4-c]quinoline-1,4′-pyran]-6-yl acetate are dissolved in 2 ml methanol and treated with 70 mg potassium carbonate. The mixture is stirred for 36 hours. Then the solvent is evaporated in vacuo. The residue is partitioned between water and diethylether. The organic phase is separated and dried with magnesium sulphate. The solvent is evaporated...